Task: describe an organic reaction: reactants, conditions, products, and yield. Dataset: the Open Reaction Database (ORD), a public repository of structured organic reaction records Reactants: COCCOCC1=NN(C(=C1[N+](=O)[O-])NC)C (3-(2-Methoxyethoxy)methyl-1-methyl-5-methylamino-4-nitropyrazole), O.NN (hydrazine hydrate). Reagents/catalysts: [Ni] (Raney nickel). Run in C(C)O (ethanol). Product: NC=1C(=NNC1NC)COCCOC (4-Amino-3-(2-methoxyethoxy)methyl-5-methylaminopyrazole). Isolated yield 106.5%. RXN SMILES: [CH3:1][O:2][CH2:3][CH2:4][O:5][CH2:6][C:7]1[C:11]([N+:12]([O-])=O)=[C:10]([NH:15][CH3:16])[N:9](C)[N:8]=1.O.NN>[Ni].C(O)C>[NH2:12][C:11]1[C:7]([CH2:6][O:5][CH2:4][CH2:3][O:2][CH3:1])=[N:8][NH:9][C:10]=1[NH:15][CH3:16] |f:1.2|. Procedure: 3-(2-Methoxyethoxy)methyl-1-methyl-5-methylamino-4-nitropyrazole (0.73 g, 3 mmoles), hydrazine hydrate (0.5 ml) and Raney nickel (200 mg) were stirred in ethanol (12 ml) at 50° C. for 1.5 hours. The Raney Nickel was filtered off and the ethanol removed under reduced pressure yielding the title compound (0.64 g, 100%).